From a dataset of the Open Reaction Database (ORD), a public repository of structured organic reaction records. describe an organic reaction: reactants, conditions, products, and yield Starting materials: C(C)(C)(C)OC(=O)NC1=CC=C(C(=C1C(=O)O)OC)OC (6-((tert-Butoxycarbonyl)amino)-2,3-dimethoxybenzoic acid), Cl (HCl), O1CCOCC1 (dioxane). Reaction conditions: time 3 hour. Yields the product Cl.NC1=CC=C(C(=C1C(=O)O)OC)OC (6-amino-2,3-dimethoxybenzoic acid, Hydrochloride). The yield is 91.0%. As a reaction SMILES: C(OC([NH:8][C:9]1[C:14]([C:15]([OH:17])=[O:16])=[C:13]([O:18][CH3:19])[C:12]([O:20][CH3:21])=[CH:11][CH:10]=1)=O)(C)(C)C.[ClH:22].O1CCOCC1>>[ClH:22].[NH2:8][C:9]1[C:14]([C:15]([OH:17])=[O:16])=[C:13]([O:18][CH3:19])[C:12]([O:20][CH3:21])=[CH:11][CH:10]=1 |f:3.4|. Reported procedure: 6-((tert-Butoxycarbonyl)amino)-2,3-dimethoxybenzoic acid (39 g, 131 mmol) was treated with HCl in dioxane (4N, 300 mL, 1200 mmol) at r.t. and the mixture was stirred at r.t. for 3 h. LCMS indicated completion of the reaction. The solid was collected by filtration, washed with ethyl ether and dried to afford 6-amino-2,3-dimethoxybenzoic acid, Hydrochloride (28.5 g, 120 mmol, 91% yield) as a white solid. LCMS: (M+H)+: 198.2. The reactants are FC(C=1C=C(C=CC1)C(CC)=O)(F)F (1-[3-(Trifluoromethyl)phenyl]-1-propanone), [OH-].[K+] (Potassium hydroxide), CSC=1C=C2C(C(NC2=CC1)=O)=O (5-(methylthio)-1H-indole-2,3-dione). Run in O (water), C(C)O (ethanol). Product: CC=1C(=NC2=CC=C(C=C2C1C(=O)O)SC)C1=CC(=CC=C1)C(F)(F)F (3-methyl-6-(methylthio)-2-[3-(trifluoromethyl)phenyl]-4-quinolinecarboxylic acid). The yield is 67.4%. As a reaction SMILES: [OH-:1].[K+].[CH3:3][S:4][C:5]1[CH:6]=[C:7]2[C:11](=[CH:12][CH:13]=1)[NH:10][C:9](=[O:14])[C:8]2=O.[F:16][C:17]([F:29])([F:28])[C:18]1[CH:19]=[C:20]([C:24](=O)[CH2:25][CH3:26])[CH:21]=[CH:22][CH:23]=1>O.C(O)C>[CH3:26][C:25]1[C:24]([C:20]2[CH:21]=[CH:22][CH:23]=[C:18]([C:17]([F:16])([F:28])[F:29])[CH:19]=2)=[N:10][C:11]2[C:7]([C:8]=1[C:9]([OH:14])=[O:1])=[CH:6][C:5]([S:4][CH3:3])=[CH:13][CH:12]=2 |f:0.1|. Reported procedure: Potassium hydroxide (3.31 g, 59.0 mmol) in water (10 mL) was added slowly to a suspension of 5-(methylthio)-1H-indole-2,3-dione (1.9 g, 9.83 mmol) in ethanol (25 mL). 1-[3-(Trifluoromethyl)phenyl]-1-propanone (1.99 g, 9.83 mmol) was added and the mixture was heated to reflux for 1 h. The solvent was removed under reduced pressure, the residue was dissolved in water, and the aqueous mixture was washed with ether (3 times). The aqueous phase was chilled and was acidified to pH 3 with concentrated ... Reactants: CNC(=O)C1CN(CC(=O)OCc2ccccc2)CCO1, CCO. The product is CNC(=O)C1CN(CC(=O)O)CCO1. RXN SMILES: [CH3:1][NH:2][C:3](=[O:4])[CH:5]1[O:6][CH2:7][CH2:8][N:9]([CH2:11][C:12](=[O:13])[O:14][CH2:15][c:16]2[cH:17][cH:18][cH:19][cH:20][cH:21]2)[CH2:10]1.[CH3:22][CH2:23][OH:24]>>[CH3:1][NH:2][C:3](=[O:4])[CH:5]1[O:6][CH2:7][CH2:8][N:9]([CH2:11][C:12](=[O:13])[OH:14])[CH2:10]1. Starting materials: C(CC(=O)C)(=O)OCC (ethyl acetoacetate), CN1CCC(CC1)NN ((1-methyl-piperidin-4-yl)-hydrazine), C1(CC1)C1=C(C=NN1C(C)C)C=O (5-cyclopropyl-1-isopropyl-1H-pyrazole-4-carbaldehyde). Product: CC1=C(C=NN1C1CCN(CC1)C)C=O (5-Methyl-1-(1-methyl-piperidin-4-yl)- 1 H-pyrazole-4-carbaldehyde). RXN SMILES: C(OCC)(=O)CC(C)=O.[CH3:10][N:11]1[CH2:16][CH2:15][CH:14]([NH:17][NH2:18])[CH2:13][CH2:12]1.[CH:19]1([C:22]2N(C(C)C)N=[CH:24][C:23]=2[CH:30]=[O:31])CC1>>[CH3:19][C:22]1[N:17]([CH:14]2[CH2:15][CH2:16][N:11]([CH3:10])[CH2:12][CH2:13]2)[N:18]=[CH:24][C:23]=1[CH:30]=[O:31]. Procedure details: 5-Methyl-1-(1-methyl-piperidin-4-yl)- 1 H-pyrazole-4-carbaldehyde was prepared from ethyl acetoacetate and (1-methyl-piperidin-4-yl)-hydrazine in the same manner as 5-cyclopropyl-1-isopropyl-1H-pyrazole-4-carbaldehyde (Example 49). Isolated yield 85.0%. Procedure: Following general procedure C, (S)-5-aminomethyl-3-[4-(1,1-dioxo-hexahydro-1λ6-thiopyran-4-yl)-3-fluoro-phenyl]-oxazolidin-2-one (2) (472.0 mg, 1.38 mmol) in dichloromethane (13 mL) and 2,2-dimethyl-propanoyloxymethyl carbonochloridate (7f) gave the titled product in 85% yield (585.6 mg, 1.17 mmol). Reaction SMILES: C([N:4]([CH2:14][C@@H:15]1[O:19][C:18](=[O:20])[N:17]([C:21]2[CH:26]=[CH:25][C:24]([CH:27]3[CH2:32][CH2:31][S:30](=[O:34])(=[O:33])[CH2:29][CH2:28]3)=[C:23]([F:35])[CH:22]=2)[CH2:16]1)C(OCOC(=O)CC)=O)(=O)C.[C:36](Cl)(=[O:46])[O:37][CH2:38][O:39][C:40](=[O:45])[C:41]([CH3:44])([CH3:43])[CH3:42]>ClCCl>[O:34]=[S:30]1(=[O:33])[CH2:29][CH2:28][CH:27]([C:24]2[CH:25]=[CH:26][C:21]([N:17]3[CH2:16][C@H:15]([CH2:14][NH:4][C:36]([O:37][CH2:38][O:39][C:40](=[O:45])[C:41]([CH3:44])([CH3:43])[CH3:42])=[O:46])[O:19][C:18]3=[O:20])=[CH:22][C:23]=2[F:35])[CH2:32][CH2:31]1. Reactants: C(C)(=O)N(C(=O)OCOC(CC)=O)C[C@H]1CN(C(O1)=O)C1=CC(=C(C=C1)C1CCS(CC1)(=O)=O)F ((R)-propionic acid (acetyl-{3-[4-(1,1-dioxo-hexahydro-1λ6-thiopyran-4-yl)-3-fluoro-phenyl]-2-oxo-oxazolidin-5-ylmethyl}-carbamoyloxy)-methyl ester), C(OCOC(C(C)(C)C)=O)(=O)Cl (2,2-dimethyl-propanoyloxymethyl carbonochloridate). Yields the product O=S1(CCC(CC1)C1=C(C=C(C=C1)N1C(O[C@H](C1)CNC(=O)OCOC(C(C)(C)C)=O)=O)F)=O ((S)-2,2-dimethyl-propionic acid 3-[4-(1,1-dioxo-hexahydro-1λ6-thiopyran-4-yl)-3-fluoro-phenyl]-2-oxo-oxazolidin-5-ylmethylcarbamoyloxymethyl ester). Run in ClCCl (dichloromethane). Reactants: Cc1ccc(Br)cc1, O=C([O-])[O-], CC(C)CCn1cc(B2OC(C)(C)C(C)(C)O2)cn1, [K+], [K+], C1CCOC1, O. The product is Cc1ccc(-c2cnn(CCC(C)C)c2)cc1. RXN SMILES: [Br:1][c:2]1[cH:3][cH:4][c:5]([CH3:8])[cH:6][cH:7]1.[C:28](=[O:29])([O-:30])[O-:31].[CH3:9][CH:10]([CH2:11][CH2:12][n:13]1[n:14][cH:15][c:16]([B:18]2[O:19][C:20]([CH3:21])([CH3:22])[C:23]([CH3:24])([CH3:25])[O:26]2)[cH:17]1)[CH3:27].[K+:32].[K+:33].[O:35]1[CH2:36][CH2:37][CH2:38][CH2:39]1.[OH2:34]>>[c:2]1(-[c:16]2[cH:15][n:14][n:13]([CH2:12][CH2:11][CH:10]([CH3:9])[CH3:27])[cH:17]2)[cH:3][cH:4][c:5]([CH3:8])[cH:6][cH:7]1. Starting materials: ClC(Cl)Cl, Nc1ccccc1, c1cnc2nn[nH]c2c1. Yields the product Nn1nc2cccnc2n1. As a reaction SMILES: [CH:17]([Cl:18])([Cl:19])[Cl:20].[NH2:1][c:2]1[cH:3][cH:4][cH:5][cH:6][cH:7]1.[nH:8]1[n:9][n:10][c:11]2[c:12]1[cH:13][cH:14][cH:15][n:16]2>>[NH2:1][n:9]1[n:8][c:12]2[c:11]([n:10]1)[n:16][cH:15][cH:14][cH:13]2. The solvent is O (H2O). Reaction SMILES: Br[CH2:2][CH2:3][CH2:4][CH2:5][CH2:6][CH2:7][CH2:8][C:9]1[CH:14]=[CH:13][CH:12]=[C:11]([O:15][CH2:16][C:17]2[CH:22]=[CH:21][CH:20]=[CH:19][CH:18]=2)[CH:10]=1.[O-:23][S:24]([O-:26])=[O:25].[Na+:27].[Na+].CCO>O>[Na+:27].[CH2:16]([O:15][C:11]1[CH:10]=[C:9]([CH2:8][CH2:7][CH2:6][CH2:5][CH2:4][CH2:3][CH2:2][S:24]([O-:26])(=[O:25])=[O:23])[CH:14]=[CH:13][CH:12]=1)[C:17]1[CH:22]=[CH:21][CH:20]=[CH:19][CH:18]=1 |f:1.2.3,6.7|. Reported procedure: Following the procedure described for 11.1 using 10.2 (0.4 g, 1.1 mmol), Na2SO3 (0.19 g, 1.5 mmol) and EtOH (8 mL)/H2O (4 ml) mixture, the crude 11.2 was obtained and used in the next step without further purification. Starting materials: BrCCCCCCCC1=CC(=CC=C1)OCC1=CC=CC=C1 (7-Bromo-1-(3-benzyloxy-phenyl)-heptane), [O-]S(=O)[O-].[Na+].[Na+] (Na2SO3), CCO (EtOH). Yields the product [Na+].C(C1=CC=CC=C1)OC=1C=C(C=CC1)CCCCCCCS(=O)(=O)[O-] (7-(3-Benzyloxy-phenyl)-heptanesulfonic acid sodium salt).